From a dataset of the Open Reaction Database (ORD), a public repository of structured organic reaction records. describe an organic reaction: reactants, conditions, products, and yield Reactants: ClCC(=O)NC1=NN2C(C(=C(C(=C2)C=2N(N=CC2)C2=CC=C(C=C2)C#N)C)C2=CC(=CC=C2)C(F)(F)F)=N1 (2-chloro-N-[6-[2-(4-cyano-phenyl)-2H-pyrazol-3-yl]-7-methyl-8-(3-trifluoromethyl-phenyl)-[1,2,4]triazolo[1,5-a]pyridin-2-yl]-acetamide), N1CCOCC1 (morpholine). Yields the product C(#N)C1=CC=C(C=C1)N1N=CC=C1C=1C(=C(C=2N(C1)N=C(N2)NC(CN2CCOCC2)=O)C2=CC(=CC=C2)C(F)(F)F)C (N-[6-[2-(4-Cyano-phenyl)-2H-pyrazol-3-yl]-7-methyl-8-(3-trifluoromethyl-phenyl)-[1,2,4]triazolo[1,5-a]pyridin-2-yl]-2-morpholin-4-yl-acetamide). RXN SMILES: Cl[CH2:2][C:3]([NH:5][C:6]1[N:38]=[C:9]2[C:10]([C:28]3[CH:33]=[CH:32][CH:31]=[C:30]([C:34]([F:37])([F:36])[F:35])[CH:29]=3)=[C:11]([CH3:27])[C:12]([C:14]3[N:15]([C:19]4[CH:24]=[CH:23][C:22]([C:25]#[N:26])=[CH:21][CH:20]=4)[N:16]=[CH:17][CH:18]=3)=[CH:13][N:8]2[N:7]=1)=[O:4].[NH:39]1[CH2:44][CH2:43][O:42][CH2:41][CH2:40]1>>[C:25]([C:22]1[CH:23]=[CH:24][C:19]([N:15]2[C:14]([C:12]3[C:11]([CH3:27])=[C:10]([C:28]4[CH:33]=[CH:32][CH:31]=[C:30]([C:34]([F:37])([F:36])[F:35])[CH:29]=4)[C:9]4[N:8]([N:7]=[C:6]([NH:5][C:3](=[O:4])[CH2:2][N:39]5[CH2:44][CH2:43][O:42][CH2:41][CH2:40]5)[N:38]=4)[CH:13]=3)=[CH:18][CH:17]=[N:16]2)=[CH:20][CH:21]=1)#[N:26]. Reported procedure: The title compound was prepared from 2-chloro-N-[6-[2-(4-cyano-phenyl)-2H-pyrazol-3-yl]-7-methyl-8-(3-trifluoromethyl-phenyl)-[1,2,4]triazolo[1,5-a]pyridin-2-yl]-acetamide (Int. 17, 80 mg, 0.149 mmol) and morpholine (26 mg, 0.299 mmol) using a similar method to that employed for Example 18, Step 2 (50 mg). Yields the product Cl.OC(COC1=C2CCC(NC2=CC=C1)=O)CN1CCC(CC1)NC(=O)OCC (3,4-dihydro-5-[2-hydroxy-3-(4-(ethoxycarbonylamino)-1-piperidyl)propoxy]carbostyril hydrochloride). Procedure: Ethyl 4-piperidylcarbamate (2 g), from Preparation 4, and 5-(2,3-epoxypropoxy)-3,4-dihydrocarbostyril (2.54 g), from Preparation 5, were dissolved in ethanol (50 mL) and the resulting solution was heated under reflux for 6 hours and then cooled to room temperature. Concentrated hydrochloric acid (1 mL) was added. A white product precipitated, which was collected by filtration. The crude product was recrystallized from ethanol to yield 2.8 g (56.5%) of 3,4-dihydro-5-[2-hydroxy-3-(4-(ethoxycarbony... The yield is 56.5%. As a reaction SMILES: [NH:1]1[CH2:6][CH2:5][CH:4]([NH:7][C:8](=[O:12])[O:9][CH2:10][CH3:11])[CH2:3][CH2:2]1.[O:13]1[CH2:28][CH:14]1[CH2:15][O:16][C:17]1[CH:26]=[CH:25][CH:24]=[C:23]2[C:18]=1[CH2:19][CH2:20][C:21](=[O:27])[NH:22]2.[ClH:29]>C(O)C>[ClH:29].[OH:13][CH:14]([CH2:28][N:1]1[CH2:2][CH2:3][CH:4]([NH:7][C:8]([O:9][CH2:10][CH3:11])=[O:12])[CH2:5][CH2:6]1)[CH2:15][O:16][C:17]1[CH:26]=[CH:25][CH:24]=[C:23]2[C:18]=1[CH2:19][CH2:20][C:21](=[O:27])[NH:22]2 |f:4.5|. The solvent is C(C)O (ethanol). The reactants are N1CCC(CC1)NC(OCC)=O (Ethyl 4-piperidylcarbamate), O1C(COC2=C3CCC(NC3=CC=C2)=O)C1 (5-(2,3-epoxypropoxy)-3,4-dihydrocarbostyril), Cl (hydrochloric acid). Starting materials: Cc1cc(C)c(Sc2nc(F)nc3c2ccn3Cc2ccccc2)c(C)c1, [H-], N#Cc1ccc(N)cc1, [Na+], O. The product is Cc1cc(C)c(Sc2nc(Nc3ccc(C#N)cc3)nc3c2ccn3Cc2ccccc2)c(C)c1. RXN SMILES: [CH2:12]([c:13]1[cH:14][cH:15][cH:16][cH:17][cH:18]1)[n:19]1[cH:20][cH:21][c:22]2[c:23]1[n:24][c:25]([F:38])[n:26][c:27]2[S:28][c:29]1[c:30]([CH3:37])[cH:31][c:32]([CH3:36])[cH:33][c:34]1[CH3:35].[H-:11].[NH2:1][c:2]1[cH:3][cH:4][c:5]([C:6]#[N:7])[cH:8][cH:9]1.[Na+:10].[OH2:39]>>[NH:1]([c:2]1[cH:3][cH:4][c:5]([C:6]#[N:7])[cH:8][cH:9]1)[c:25]1[n:24][c:23]2[n:19]([CH2:12][c:13]3[cH:14][cH:15][cH:16][cH:17][cH:18]3)[cH:20][cH:21][c:22]2[c:27]([S:28][c:29]2[c:30]([CH3:37])[cH:31][c:32]([CH3:36])[cH:33][c:34]2[CH3:35])[n:26]1. Starting materials: C[SiH](C)OCC1(C(C)(C)C)CCC(CO)N1Cc1ccccc1, CI, CCOC(C)=O, [H-], [Na+], C1CCOC1, O. Product: COCC1CCC(CO[SiH](C)C)(C(C)(C)C)N1Cc1ccccc1. Reaction SMILES: [CH2:1]([c:2]1[cH:3][cH:4][cH:5][cH:6][cH:7]1)[N:8]1[C:9]([C:15]([CH3:16])([CH3:17])[CH3:18])([CH2:19][O:20][SiH:21]([CH3:22])[CH3:23])[CH2:10][CH2:11][CH:12]1[CH2:13][OH:14].[CH3:26][I:27].[CH3:34][CH2:35][O:36][C:37](=[O:38])[CH3:39].[H-:24].[Na+:25].[O:29]1[CH2:30][CH2:31][CH2:32][CH2:33]1.[OH2:28]>>[CH2:1]([c:2]1[cH:3][cH:4][cH:5][cH:6][cH:7]1)[N:8]1[C:9]([C:15]([CH3:16])([CH3:17])[CH3:18])([CH2:19][O:20][SiH:21]([CH3:22])[CH3:23])[CH2:10][CH2:11][CH:12]1[CH2:13][O:14][CH3:26]. Reactants: NC=1C=NC=2CCN(CC2C1)C (3-Amino-6-methyl-5,6,7,8-tetrahydro[1,6]naphthyridine), BrBr (Bromine), [OH-].[Na+] (NaOH), S(O)(O)(=O)=O (sulphuric acid). Run in C(C)(=O)O (acetic acid), O (water). Run at time 25 minute. Product: NC=1C(=NC=2CCN(CC2C1)C)Br (3-Amino-2-bromo-6-methyl-5,6,7,8-tetrahydro[1,6]naphthyridine), solid. As a reaction SMILES: [NH2:1][C:2]1[CH:3]=[N:4][C:5]2[CH2:6][CH2:7][N:8]([CH3:12])[CH2:9][C:10]=2[CH:11]=1.S(=O)(=O)(O)O.[Br:18]Br.[OH-].[Na+]>C(O)(=O)C.O>[NH2:1][C:2]1[C:3]([Br:18])=[N:4][C:5]2[CH2:6][CH2:7][N:8]([CH3:12])[CH2:9][C:10]=2[CH:11]=1 |f:3.4|. Procedure: D4 (978 mg, 6 mmol) was dissolved in acetic acid (10 ml) containing 2M sulphuric acid (2 ml). Bromine (0.31 ml, 6 mmol) was added dropwise with stirring over a period of approximately 25 min. After 2 h, the precipitated solid was removed by filtration and washed with ether to give a pale yellow solid which was dissolved in water. The solution was basified with 2M NaOH and extracted with ethyl acetate. The combined extracts were washed with brine, dried (MgSO4) and evaporation in vacuo gave the c...